This data is from the Open Reaction Database (ORD), a public repository of structured organic reaction records. The task is: describe an organic reaction: reactants, conditions, products, and yield The reactants are BrCCCCl (1-bromo-3-chloropropane), C(#CC)OC1OCCCC1 (2-propynyloxytetrahydropyran), [Li]CCCC (n-BuLi), solution. Run in C1CCOC1 (THF), C1CCOC1 (THF). Conditions: temperature 0 celsius, time 15 minute. Product: ClC(CCC#CCOC1OCCCC1)CC (2-(6-Chloro-2-octynyloxy)tetrahydropyran). As a reaction SMILES: [C:1]([O:4][CH:5]1[CH2:10][CH2:9][CH2:8][CH2:7][O:6]1)#[C:2][CH3:3].[Li][CH2:12][CH2:13]CC.Br[CH2:17][CH2:18][CH2:19][Cl:20]>C1COCC1>[Cl:20][CH:19]([CH2:12][CH3:13])[CH2:18][CH2:17][C:3]#[C:2][CH2:1][O:4][CH:5]1[CH2:10][CH2:9][CH2:8][CH2:7][O:6]1. Reported procedure: A solution of 2-propynyloxytetrahydropyran (28.00 g, 0.200 mol) in dry THF (500 mL) at 0° C. was treated with n-BuLi (125 mL of a 1.6M solution, 0.200 mol) and stirred at 0° C. for 15 min. A solution of 1-bromo-3-chloropropane (31.50 g, 0.200 mol) in dry THF (50 mL) was added. The reaction mixture was warmed to room temperature and then refluxed for 20.5 h. The mixture was cooled, poured into a separatory funnel, and washed with two 200-mL portions of water. The organic layer was dried over Na2S... Starting materials: BrBr (bromine), C(C)(=O)C=1C(=CC(=C(C(=O)O)C1)OC)OC (5-Acetyl-2,4-dimethoxybenzoic acid), BrBr (bromine). Solvent: O1CCOCC1 (dioxane). Yields the product BrCC(=O)C=1C(=CC(=C(C(=O)O)C1)OC)OC (5-bromoacetyl-2,4-dimethoxybenzoic acid). RXN SMILES: [C:1]([C:4]1[C:5]([O:15][CH3:16])=[CH:6][C:7]([O:13][CH3:14])=[C:8]([CH:12]=1)[C:9]([OH:11])=[O:10])(=[O:3])[CH3:2].[Br:17]Br>O1CCOCC1>[Br:17][CH2:2][C:1]([C:4]1[C:5]([O:15][CH3:16])=[CH:6][C:7]([O:13][CH3:14])=[C:8]([CH:12]=1)[C:9]([OH:11])=[O:10])=[O:3]. Procedure details: 5-Acetyl-2,4-dimethoxybenzoic acid (Ber. 41, 1607, 1908) (21.1 g, 0.094 mole) was stirred in dioxane (200 ml.) at room temperature and bromine (5 ml., ca 0.1 mole) was added dropwise. The bromine colour gradually disappeared over 30 minutes and the mixture was then gently warmed in a steambath for 30 minutes, cooled and the dioxane removed in vacuo. The solid product was treated with boiling ethyl acetate, filtered hot and the filtrate evaporated to give 5-bromoacetyl-2,4-dimethoxybenzoic acid, ... The reactants are BrC=1C(=NC=C(C(=O)NC2=CC=C(C=C2)OC(F)(F)F)C1)N1C[C@H](CC1)CO ((S)-5-Bromo-6-(3-(hydroxymethyl)pyrrolidin-1-yl)-N-(4-(trifluoromethoxy)phenyl)nicotinamide), CC=1SC(=CN1)B1OC(C(O1)(C)C)(C)C (2-methyl-5-(4,4,5,5-tetramethyl-1,3,2-dioxaborolan-2-yl)thiazole), C(=O)([O-])[O-].[Na+].[Na+] (Na2CO3), CC=1SC(=CN1)B1OC(C(O1)(C)C)(C)C (2-methyl-5-(4,4,5,5-tetramethyl-1,3,2-dioxaborolan-2-yl)thiazole), C(=O)([O-])[O-].[Na+].[Na+] (Na2CO3). Reagents/catalysts: C=1C=CC(=CC1)[P](C=2C=CC=CC2)(C=3C=CC=CC3)[Pd]([P](C=4C=CC=CC4)(C=5C=CC=CC5)C=6C=CC=CC6)([P](C=7C=CC=CC7)(C=8C=CC=CC8)C=9C=CC=CC9)[P](C=1C=CC=CC1)(C=1C=CC=CC1)C=1C=CC=CC1 (Pd(Ph3P)4), C=1C=CC(=CC1)[P](C=2C=CC=CC2)(C=3C=CC=CC3)[Pd]([P](C=4C=CC=CC4)(C=5C=CC=CC5)C=6C=CC=CC6)([P](C=7C=CC=CC7)(C=8C=CC=CC8)C=9C=CC=CC9)[P](C=1C=CC=CC1)(C=1C=CC=CC1)C=1C=CC=CC1 (Pd(Ph3P)4). Solvent: O (water), O1CCOCC1 (dioxane), O (water), CO (MeOH), O1CCOCC1 (dioxane), CCOC(=O)C (EtOAc), CCOC(=O)C (EtOAc). Run at temperature 80 celsius, time 18 hour. The product is OC[C@@H]1CN(CC1)C1=NC=C(C(=O)NC2=CC=C(C=C2)OC(F)(F)F)C=C1C1=CN=C(S1)C ((S)-6-(3-(Hydroxymethyl)pyrrolidin-1-yl)-5-(2-methylthiazol-5-yl)-N-(4-(trifluoromethoxy)phenyl)nicotinamide). RXN SMILES: Br[C:2]1[C:3]([N:22]2[CH2:26][CH2:25][C@H:24]([CH2:27][OH:28])[CH2:23]2)=[N:4][CH:5]=[C:6]([CH:21]=1)[C:7]([NH:9][C:10]1[CH:15]=[CH:14][C:13]([O:16][C:17]([F:20])([F:19])[F:18])=[CH:12][CH:11]=1)=[O:8].[CH3:29][C:30]1[S:31][C:32](B2OC(C)(C)C(C)(C)O2)=[CH:33][N:34]=1.C([O-])([O-])=O.[Na+].[Na+]>CCOC(C)=O.CO.C1C=CC([P]([Pd]([P](C2C=CC=CC=2)(C2C=CC=CC=2)C2C=CC=CC=2)([P](C2C=CC=CC=2)(C2C=CC=CC=2)C2C=CC=CC=2)[P](C2C=CC=CC=2)(C2C=CC=CC=2)C2C=CC=CC=2)(C2C=CC=CC=2)C2C=CC=CC=2)=CC=1.O.O1CCOCC1>[OH:28][CH2:27][C@H:24]1[CH2:25][CH2:26][N:22]([C:3]2[C:2]([C:32]3[S:31][C:30]([CH3:29])=[N:34][CH:33]=3)=[CH:21][C:6]([C:7]([NH:9][C:10]3[CH:15]=[CH:14][C:13]([O:16][C:17]([F:20])([F:19])[F:18])=[CH:12][CH:11]=3)=[O:8])=[CH:5][N:4]=2)[CH2:23]1 |f:2.3.4,^1:61,63,82,101|. Procedure details: (S)-5-Bromo-6-(3-(hydroxymethyl)pyrrolidin-1-yl)-N-(4-(trifluoromethoxy)phenyl)nicotinamide (Stage 16.1, 92 mg, 0.2 mmol), 2-methyl-5-(4,4,5,5-tetramethyl-1,3,2-dioxaborolan-2-yl)thiazole (90 mg, 0.4 mmol), Na2CO3 (53 mg, 0.5 mmol), dioxane (1 mL) and water (0.6 mL). were added to a MW vial, which was sealed and evacuated/purged with argon. Pd(Ph3P)4 (11.56 mg, 0.01 mmol) was added and the RM was stirred at 80° C. for 18 h. The RM was dissolved in EtOAc, washed with brine, dried over Na2SO4 and ... The reactants are Br.BrCC1=NC=CC=C1 (2-(bromomethyl)pyridine hydrobromide), CC1=NOC2=C1C=C1C(=C2)OCC12C(NC1=CC=CC=C21)=O (3-methylspiro[furo[3,2-f][1,2]benzisoxazole-5,3′-indol]-2′(1′H)-one), BrCC=1OC(=CC1)C(F)(F)F (2-(bromomethyl)-5-(trifluoromethyl)furan), FC1=CC2=C(C=C1C#N)C1(C(NC3=CC=CC=C13)=O)CO2 (6-fluoro-2′-oxo-1′,2′-dihydrospiro[1-benzofuran-3,3′-indole]-5-carbonitrile). Product: FC1=CC2=C(C=C1C#N)C1(C(N(C3=CC=CC=C13)CC1=NC=CC=C1)=O)CO2 (6-fluoro-2′-oxo-1′-(pyridin-2-ylmethyl)-1′,2′-dihydrospiro[1-benzofuran-3,3′-indole]-5-carbonitrile). RXN SMILES: Br.Br[CH2:3][C:4]1[CH:9]=[CH:8][CH:7]=[CH:6][N:5]=1.BrCC1OC(C(F)(F)F)=CC=1.[F:21][C:22]1[C:27]([C:28]#[N:29])=[CH:26][C:25]2[C:30]3([CH2:40][O:41][C:24]=2[CH:23]=1)[C:38]1[C:33](=[CH:34][CH:35]=[CH:36][CH:37]=1)[NH:32][C:31]3=[O:39].CC1C2C=C3C4(C5C(=CC=CC=5)NC4=O)COC3=CC=2ON=1>>[F:21][C:22]1[C:27]([C:28]#[N:29])=[CH:26][C:25]2[C:30]3([CH2:40][O:41][C:24]=2[CH:23]=1)[C:38]1[C:33](=[CH:34][CH:35]=[CH:36][CH:37]=1)[N:32]([CH2:3][C:4]1[CH:9]=[CH:8][CH:7]=[CH:6][N:5]=1)[C:31]3=[O:39] |f:0.1|. Procedure details: Following the procedure as described in EXAMPLE 9 and making non-critical variations using 2-(bromomethyl)pyridine hydrobromide to replace 2-(bromomethyl)-5-(trifluoromethyl)furan, and 6-fluoro-2′-oxo-1′,2′-dihydrospiro[1-benzofuran-3,3′-indole]-5-carbonitrile to replace 3-methylspiro[furo[3,2-f][1,2]benzisoxazole-5,3′-indol]-2′(1′H)-one, 6-fluoro-2′-oxo-1′-(pyridin-2-ylmethyl)-1′,2′-dihydrospiro[1-benzofuran-3,3′-indole]-5-carbonitrile was obtained (55%): mp 108-109° C.; 1H NMR (300 MHz, DMSO-d... Reactants: C(C)(C)(C)N=NC(CCC(=O)OCCCC)(C)SC1=CC=C(C=C1)C(C)(C)C (n-butyl 4-t-butylazo-4-(p-t-butylthiophenoxy)valerate), [OH-].[Na+] (NaOH). Run in O (water). The product is C(C)(C)(C)N=NC(CCC(=O)O)(C)SC1=CC=C(C=C1)C(C)(C)C (4-t-butylazo-4-(p-t-butylthiophenoxy)valeric acid). Isolated yield 74.0%. RXN SMILES: [C:1]([N:5]=[N:6][C:7]([S:18][C:19]1[CH:24]=[CH:23][C:22]([C:25]([CH3:28])([CH3:27])[CH3:26])=[CH:21][CH:20]=1)([CH3:17])[CH2:8][CH2:9][C:10]([O:12]CCCC)=[O:11])([CH3:4])([CH3:3])[CH3:2].[OH-].[Na+]>O>[C:1]([N:5]=[N:6][C:7]([S:18][C:19]1[CH:24]=[CH:23][C:22]([C:25]([CH3:28])([CH3:27])[CH3:26])=[CH:21][CH:20]=1)([CH3:17])[CH2:8][CH2:9][C:10]([OH:12])=[O:11])([CH3:4])([CH3:2])[CH3:3] |f:1.2|. Procedure details: A mixture of 167 grams (0.412 moles) of n-butyl 4-t-butylazo-4-(p-t-butylthiophenoxy)valerate and 34.4 grams (0.43 moles) of 50% NaOH were stirred in a 500 ml. round bottom flask, equipped with a condenser, for 4 hours at 85°-90° C. The reaction mixture was then cooled to room temperature and poured into 400 ml. water. The aqueous solution was extracted with 100 ml. of pentane to remove any unreacted ester and butyl alcohol and the pentane layer discarded. The aqueous layer was acidified to a pH... Reactants: [H-].[Na+] (sodium hydride), C(C)C(C(=O)OC1OC=CC=C1)C(=O)OC1OC=CC=C1 (dipyranyl ethylmalonate), C(C)C(C(=O)O)C(=O)O (ethylmalonic acid), O1CCCC=C1 (3,4-dihydropyran), S(O)(O)(=O)=O (sulfuric acid), CC1=CC=C(C=C1)C1=NOC(=C1)C(=O)Cl (3-(4-methylphenyl)isoxazole-5-carboxylic acid chloride), C(CC(=O)OC1OC=CC=C1)(=O)OC1OC=CC=C1.[Na] (sodium dipyranyl malonate), C(C)C(C(=O)[O-])C(=O)[O-] (ethylmalonate). The solvent is C1=CC=CC=C1 (benzene), O (water), O1CCCC1 (tetrahydrofuran), C(C)(=O)O (acetic acid). Yields the product CC1=CC=C(C=C1)C1=NOC(=C1)C(CCC)=O (3-(4-Methylphenyl)-5-butyrylisoxazole). RXN SMILES: [H-].[Na+].C(C(C(OC1C=CC=CO1)=O)C(OC1C=CC=CO1)=O)C.[CH2:24]([CH:26]([C:30]([OH:32])=O)C(O)=O)[CH3:25].O1C=CCCC1.S(=O)(=O)(O)O.C(C(C([O-])=O)C([O-])=O)C.C(OC1C=CC=CO1)(=O)CC(OC1C=CC=CO1)=O.[Na].[CH3:73][C:74]1[CH:79]=[CH:78][C:77]([C:80]2[CH:84]=[C:83](C(Cl)=O)[O:82][N:81]=2)=[CH:76][CH:75]=1>C1C=CC=CC=1.O.C(O)(=O)C.O1CCCC1>[CH3:73][C:74]1[CH:75]=[CH:76][C:77]([C:80]2[CH:84]=[C:83]([C:30](=[O:32])[CH2:26][CH2:24][CH3:25])[O:82][N:81]=2)=[CH:78][CH:79]=1 |f:0.1,7.8,^1:71|. Procedure: In 50 ml of benzene, 2.6 g (57.5 mmol) of 60% sodium hydride were added to dipyranyl ethylmalonate which had been prepared from 5.7 g (43.2 mmol) of ethylmalonic acid, 9.0 g (107.1 mmol) of 3,4-dihydropyran and 1 droplet of concentrated sulfuric acid. At 40°-50° C., the ethylmalonate was converted to sodium dipyranyl malonate, to which a tetrahydrofuran solution of 3-(4-methylphenyl)isoxazole-5-carboxylic acid chloride synthesized above in the procedure (3) was added dropwise at room temperature...